This data is from the Open Reaction Database (ORD), a public repository of structured organic reaction records. The task is: describe an organic reaction: reactants, conditions, products, and yield Reactants: [N+](=O)(O)[O-] (nitric acid), S(O)(O)(=O)=O (sulfuric acid), BrCCOC1=C(C(=O)OC)C=CC=C1OC(=O)C1=CC=CC=C1 (methyl 2-[(2-bromoethyl)oxy]-3-[(phenylcarbonyl)oxy]benzoate). The product is BrCCOC1=C(C(=O)OC)C=C(C=C1OC(=O)C1=CC=CC=C1)[N+](=O)[O-] (methyl 2-[(2-bromoethyl)oxy]-5-nitro-3-[(phenylcarbonyl)oxy]benzoate). The yield is 87.0%. RXN SMILES: [N+:1]([O-:4])(O)=[O:2].S(=O)(=O)(O)O.[Br:10][CH2:11][CH2:12][O:13][C:14]1[C:23]([O:24][C:25]([C:27]2[CH:32]=[CH:31][CH:30]=[CH:29][CH:28]=2)=[O:26])=[CH:22][CH:21]=[CH:20][C:15]=1[C:16]([O:18][CH3:19])=[O:17]>>[Br:10][CH2:11][CH2:12][O:13][C:14]1[C:23]([O:24][C:25]([C:27]2[CH:32]=[CH:31][CH:30]=[CH:29][CH:28]=2)=[O:26])=[CH:22][C:21]([N+:1]([O-:4])=[O:2])=[CH:20][C:15]=1[C:16]([O:18][CH3:19])=[O:17]. Reported procedure: A solution of fuming nitric acid (55 mL) and concentrated sulfuric acid (11 mL) was cooled to −5° C. Powdered methyl 2-[(2-bromoethyl)oxy]-3-[(phenylcarbonyl)oxy]benzoate (30 g, 79.1 mmol) was slowly added over a period of 30 min. After an additional stirring time of 30 min., the reaction mixture was quickly poured over ice, which was then extracted with dichloromethane (2×400 mL). The combined organic layers were washed with water (400 mL) and aqueous saturated sodium bicarbonate (200 mL). The ... The reactants are OC=1C=CC(=NC1)CO (5-hydroxy-2-hydroxymethylpyridine). The reagents and catalysts are O=[Mn]=O (MnO2). Run in C(C)(C)O (isopropylalcohol), CC(=O)C.C(C)#N (acetone acetonitrile). Reaction conditions: time 20 hour. Yields the product OC=1C=CC(=NC1)C=O (5-hydroxypyridine-2-carboxaldehyde). Yield: 21.8%. As a reaction SMILES: [OH:1][C:2]1[CH:3]=[CH:4][C:5]([CH2:8][OH:9])=[N:6][CH:7]=1>C(O)(C)C.CC(C)=O.C(#N)C.O=[Mn]=O>[OH:1][C:2]1[CH:3]=[CH:4][C:5]([CH:8]=[O:9])=[N:6][CH:7]=1 |f:2.3|. Reported procedure: A mixture of 5-hydroxy-2-hydroxymethylpyridine (14 g) and MnO2 (100 g) in isopropylalcohol (600 mL) was stirred under N2 for 20 h. The reaction mixture was filtered and filtrate concentrated under vacuum affording a crude product as a solid (12 g). It was suspended in acetone/acetonitrile (25 mL each) and the solid residue was filtered off. It was washed with cold acetone/acetonitrile 1:1 mixture to give pure 5-hydroxypyridine-2-carboxaldehyde (3 g) as a solid.